This data is from the Open Reaction Database (ORD), a public repository of structured organic reaction records. The task is: describe an organic reaction: reactants, conditions, products, and yield Starting materials: C(CCCC)Br (1-Pentylbromide), C(C(=O)O)(=O)O.ClC1=NSN=C1C1CN2CCC1CC2 (3-(3-chloro-1,2,5-thiadiazol-4-yl)-1-azabicyclo[2.2.2]octane oxalate), O.S.[Na] (sodiumhydrogen sulfide, monohydrate), C([O-])([O-])=O.[K+].[K+] (potassium carbonate), Cl (HCl). The solvent is CN(C)C=O (DMF). Conditions: time 18 hour. Yields the product C(\C=C\C(=O)O)(=O)O.C(CCCC)SC1=NSN=C1C(=O)C1CN2CCC1CC2 (3-(3-Pentylthio-1,2,5-thiadiazol-4oyl)-1-azabicyclo[2.2.2]octane fumarate). As a reaction SMILES: [C:1](O)(=O)[C:2]([OH:4])=[O:3].Cl[C:8]1[C:12]([CH:13]2[CH:18]3[CH2:19][CH2:20][N:15]([CH2:16][CH2:17]3)[CH2:14]2)=[N:11][S:10][N:9]=1.[OH2:21].[SH2:22].[Na].[C:24](=[O:27])([O-])[O-:25].[K+].[K+].[CH2:30](Br)[CH2:31][CH2:32][CH2:33][CH3:34].Cl>CN(C=O)C>[C:24]([OH:25])(=[O:27])/[CH:8]=[CH:1]/[C:2]([OH:4])=[O:3].[CH2:30]([S:22][C:1]1[C:8]([C:12]([CH:13]2[CH:18]3[CH2:19][CH2:20][N:15]([CH2:16][CH2:17]3)[CH2:14]2)=[O:21])=[N:9][S:10][N:11]=1)[CH2:31][CH2:32][CH2:33][CH3:34] |f:0.1,2.3.4,5.6.7,11.12,^1:22|. Procedure details: A solution of 3-(3-chloro-1,2,5-thiadiazol-4-yl)-1-azabicyclo[2.2.2]octane oxalate (500 mg, 1.56 mmol), sodiumhydrogen sulfide, monohydrate (463 mg, 6.25 mmol) and potassium carbonate (1.38 g, 10 mmol) in DMF (20 ml) was stirred at room temperature for 1 h. 1-Pentylbromide (755 mg, 5 mmol) was added, and the reaction mixture was stirred at room temperature for 18 h. 1N HCl was added, and the mixture extracted with ether once. 50% NaOH was added to the aqueous phase and extracted with ether. The ... The reactants are CNC(=O)CSP(=S)(OC)OC (dimethoate), CN(C=O)C(=O)CSP(=S)(OC)OC (formothion), CCOC(=O)CC(C(=O)OCC)SP(=S)(OC)OC (malathion), COP(=S)(OC)SCC(=O)N1CCOCC1 (morphothion). RXN SMILES: CN[C:3]([CH2:5]SP(OC)(OC)=S)=O.CCO[C:16]([CH2:18][CH:19]([S:25][P:26]([O:30][CH3:31])([O:28][CH3:29])=[S:27])[C:20]([O:22][CH2:23][CH3:24])=[O:21])=O.COP(S[CH2:39][C:40](N1CCOCC1)=O)(OC)=S.CN(C(CSP(OC)(OC)=S)=O)C=O>>[CH3:24][CH2:23][O:22][C:20]([CH:19]([S:25][P:26]([O:28][CH3:29])([O:30][CH3:31])=[S:27])[C:18]1[CH:16]=[CH:39][CH:40]=[CH:5][CH:3]=1)=[O:21]. Reported procedure: dimethoate; malathion; morphothion and formothion. Product: CCOC(=O)C(C=1C=CC=CC1)SP(=S)(OC)OC (phenthoate). Starting materials: NC1[C@@H]2N(C(=C(CS2)CSC2=NN=NN2C)C(=O)O)C1=O (7-amino-3-(1-methyl-1H-tetrazol-5-yl)thiomethyl-3-cephem-4-carboxylic acid), C[Si](C)(C)CC(=O)N (trimethylsilylacetamide), resultant solution, O1CCSC=C1C(C(=O)O)=NOCCC (2-(2,3-Dihydro-1,4-oxathiin-6-yl)-2-n-propoxyiminoacetic acid), P(=O)(Cl)(Cl)Cl (phosphoryl chloride). The solvent is C(C)(=O)OCC (ethyl acetate), O (Water), C(C)(=O)OCC (ethyl acetate), CN(C=O)C (N,N-dimethylformamide). Run at temperature 40 celsius. The product is O1CCSC=C1C(C(=O)NC1[C@@H]2N(C(=C(CS2)CSC2=NN=NN2C)C(=O)O)C1=O)=NOCCC (7-[2-(2,3-dihydro-1,4-oxathiin-6-yl)-2-n-propoxyiminoacetamido]-3-(1-methyl-1H-tetrazol-5-yl)thiomethyl-3-cephem-4-carboxylic acid). Yield: 83.4%. As a reaction SMILES: [O:1]1[C:6]([C:7](=[N:11][O:12][CH2:13][CH2:14][CH3:15])[C:8]([OH:10])=O)=[CH:5][S:4][CH2:3][CH2:2]1.P(Cl)(Cl)(Cl)=O.[NH2:21][CH:22]1[C:40](=[O:41])[N:24]2[C:25]([C:37]([OH:39])=[O:38])=[C:26]([CH2:29][S:30][C:31]3[N:35]([CH3:36])[N:34]=[N:33][N:32]=3)[CH2:27][S:28][C@H:23]12.C[Si](CC(N)=O)(C)C>O.C(OCC)(=O)C.CN(C)C=O>[O:1]1[C:6]([C:7](=[N:11][O:12][CH2:13][CH2:14][CH3:15])[C:8]([NH:21][CH:22]2[C:40](=[O:41])[N:24]3[C:25]([C:37]([OH:39])=[O:38])=[C:26]([CH2:29][S:30][C:31]4[N:35]([CH3:36])[N:34]=[N:33][N:32]=4)[CH2:27][S:28][C@H:23]23)=[O:10])=[CH:5][S:4][CH2:3][CH2:2]1. Procedure details: 2-(2,3-Dihydro-1,4-oxathiin-6-yl)-2-n-propoxyiminoacetic acid (syn isomer, 1.55 g.), dry N,N-dimethylformamide (0.56 ml.), dry ethyl acetate (2.1 ml.) and phosphoryl chloride (0.66 ml.) were treated in a conventional manner to give an activated acid solution. On the other hand, 7-amino-3-(1-methyl-1H-tetrazol-5-yl)thiomethyl-3-cephem-4-carboxylic acid (2 g.) and trimethylsilylacetamide (5.6 g.) were added to dry ethyl acetate (40 ml.) and stirred at 40° C. for an hour. To the solution was added ... Reactants: C1CCOC1, Cc1cccc(CC(=O)O)c1[N+](=O)[O-]. Yields the product Cc1cccc(CCO)c1[N+](=O)[O-]. As a reaction SMILES: [CH2:15]1[O:16][CH2:17][CH2:18][CH2:19]1.[CH3:1][c:2]1[c:3]([N+:12](=[O:13])[O-:14])[c:4]([CH2:8][C:9](=[O:10])[OH:11])[cH:5][cH:6][cH:7]1>>[CH3:1][c:2]1[c:3]([N+:12](=[O:13])[O-:14])[c:4]([CH2:8][CH2:9][OH:10])[cH:5][cH:6][cH:7]1. RXN SMILES: [Cl:1][C:2]1[CH:10]=[CH:9][CH:8]=[C:7]2[C:3]=1[C:4](=[O:12])[C:5](=[O:11])[NH:6]2.S(Cl)([Cl:16])(=O)=O>>[Cl:1][C:2]1[C:10]([Cl:16])=[CH:9][CH:8]=[C:7]2[C:3]=1[C:4](=[O:12])[C:5](=[O:11])[NH:6]2. Procedure: Chlorination of 4-chloroisatin with sulfuryl chloride by the method of B. R. Baker, et al., J. Org. Chem., 17, 149 (1952), gave a 70% yield of the title compound. The product is ClC1=C2C(C(NC2=CC=C1Cl)=O)=O (4,5-Dichloroisatin). The reactants are ClC1=C2C(C(NC2=CC=C1)=O)=O (4-chloroisatin), S(=O)(=O)(Cl)Cl (sulfuryl chloride). Yield: 70.0%. Procedure: Following general procedure F using 14 (61.8 mg, 0.25 mmol), B2pin2 (127 mg, 0.50 mmol), [Ir(COD)OMe]2 (2.5 mg, 0.00375 mmol) and 1a (3.8 mg, 0.0075 mmol) in THF (1.25 mL). Stirred in vial at 50 °C for 20 hours. Analysis of crude 1 H NMR using internal standard 1,2‐dimethoxyethane showed 1.2:1 meta:para borylation in 99% yield. The crude product was purified by silica gel chromatography (10% EtOAc in Petroleum Ether 40‐60 o C) gave the title compound (as a 1.2:1 mixture of meta:para ratio, as de... The reagents and catalysts are O=S(=O)([O-])CC=1C=NC(=CC1)C2=NC=C(C=C2)C.CCCC[N+](CCCC)(CCCC)CCCC, O1B(OC(C)(C)C1(C)C)B2OC(C)(C)C(O2)(C)C, C[OH2+].C[OH2+].C1CC=CCCC=C1.C1CC=CCCC=C1.[Ir].[Ir]. Yields the product O=C(N(CC)CCC1=CC(=CC=C1Br)B2OC(C)(C)C(O2)(C)C)C(F)(F)F, O=C(N(CC)CCC1=CC=C(C=C1Br)B2OC(C)(C)C(O2)(C)C)C(F)(F)F. Isolated yield 40.0%. The reactants are O=C(N(CC)CCC=1C=CC=CC1Br)C(F)(F)F. Conditions: temperature 50 celsius, time 20 hour. Solvent: O1CCCC1. The reactants are ClCCl, CCC=C1CCC(c2ccc(-c3cc(F)c(F)c(F)c3)c(F)c2)CC1, F, [Na+], O=C([O-])O, c1ccncc1. Product: CCCC1(F)CCC(c2ccc(-c3cc(F)c(F)c(F)c3)c(F)c2)CC1. As a reaction SMILES: [Cl:32][CH2:33][Cl:34].[F:1][c:2]1[cH:3][c:4](-[c:10]2[c:11]([F:25])[cH:12][c:13]([CH:16]3[CH2:17][CH2:18][C:19](=[CH:22][CH2:23][CH3:24])[CH2:20][CH2:21]3)[cH:14][cH:15]2)[cH:5][c:6]([F:9])[c:7]1[F:8].[FH:26].[Na+:27].[OH:28][C:29](=[O:30])[O-:31].[cH:35]1[cH:36][cH:37][n:38][cH:39][cH:40]1>>[F:1][c:2]1[cH:3][c:4](-[c:10]2[c:11]([F:25])[cH:12][c:13]([CH:16]3[CH2:17][CH2:18][C:19]([CH2:22][CH2:23][CH3:24])([F:26])[CH2:20][CH2:21]3)[cH:14][cH:15]2)[cH:5][c:6]([F:9])[c:7]1[F:8]. Starting materials: C(C1=CC=CC=C1)OC1=C(C=CC(=C1)C(C1=NC=CC=C1)O)N1CC(N(S1(=O)=O)CC[Si](C)(C)C)=O (5-[2-benzyloxy-4-(hydroxypyridin-2-yl-methyl)-phenyl]1,1-dioxo-2-(2-trimethylsilanylethyl)-1,2,5-thiadiazolidin-3-one). Reagents/catalysts: [Fe] (iron). Run in C(C)(=O)O (acetic acid), CCOC(=O)C (EtOAc). Product: C(C1=CC=CC=C1)OC1=C(C=CC(=C1)C(=O)C1=NC=CC=C1)N1CC(N(S1(=O)=O)CC[Si](C)(C)C)=O (5-[2-Benzyloxy-4-(pyridine-2-carbonyl)-phenyl]-1,1-dioxo-2-(2-trimethylsilanylethyl)-1,2,5-thiadiazolidin-3-one). Reaction SMILES: [CH2:1]([O:8][C:9]1[CH:14]=[C:13]([CH:15]([OH:22])[C:16]2[CH:21]=[CH:20][CH:19]=[CH:18][N:17]=2)[CH:12]=[CH:11][C:10]=1[N:23]1[S:27](=[O:29])(=[O:28])[N:26]([CH2:30][CH2:31][Si:32]([CH3:35])([CH3:34])[CH3:33])[C:25](=[O:36])[CH2:24]1)[C:2]1[CH:7]=[CH:6][CH:5]=[CH:4][CH:3]=1>C(O)(=O)C.CCOC(C)=O.[Fe]>[CH2:1]([O:8][C:9]1[CH:14]=[C:13]([C:15]([C:16]2[CH:21]=[CH:20][CH:19]=[CH:18][N:17]=2)=[O:22])[CH:12]=[CH:11][C:10]=1[N:23]1[S:27](=[O:28])(=[O:29])[N:26]([CH2:30][CH2:31][Si:32]([CH3:34])([CH3:33])[CH3:35])[C:25](=[O:36])[CH2:24]1)[C:2]1[CH:3]=[CH:4][CH:5]=[CH:6][CH:7]=1. Procedure details: To a solution of 5-[2-benzyloxy-4-(hydroxypyridin-2-yl-methyl)-phenyl]1,1-dioxo-2-(2-trimethylsilanylethyl)-1,2,5-thiadiazolidin-3-one (45 mg, 0.085 mmol) in acetic acid (2 mL) is added iron powder (24 mg, 0.43 mmol) and the mixture is refluxed for 2 h. The reaction is diluted with EtOAc and filtered. The solvent is removed under reduced pressure and the crude material is purified by flash chromatography using a gradient of 0-50% EtOAc/hexane to afford the title compound as a yellow oil: (M+H)+=... The reactants are CN(C)C=O, CI, CC(=O)O, O=C1OC(CO)CN1c1ccc2cc(OCC3CC3)ccc2c1, [H-], [Na+], O. Product: COCC1CN(c2ccc3cc(OCC4CC4)ccc3c2)C(=O)O1. RXN SMILES: [CH3:26][N:27]([CH3:28])[CH:29]=[O:30].[CH3:31][I:32].[CH3:34][C:35](=[O:36])[OH:37].[CH:1]1([CH2:4][O:5][c:6]2[cH:7][c:8]3[cH:9][cH:10][c:11]([N:16]4[C:17](=[O:23])[O:18][CH:19]([CH2:21][OH:22])[CH2:20]4)[cH:12][c:13]3[cH:14][cH:15]2)[CH2:2][CH2:3]1.[H-:24].[Na+:25].[OH2:33]>>[CH:1]1([CH2:4][O:5][c:6]2[cH:7][c:8]3[cH:9][cH:10][c:11]([N:16]4[C:17](=[O:23])[O:18][CH:19]([CH2:21][O:22][CH3:26])[CH2:20]4)[cH:12][c:13]3[cH:14][cH:15]2)[CH2:2][CH2:3]1.